Dataset: the Open Reaction Database (ORD), a public repository of structured organic reaction records. Task: describe an organic reaction: reactants, conditions, products, and yield Reactants: O (water), C(C)OC(=O)C1(C(CCC1)=O)CCCCCOC(C)=O (1-(5-acetoxypentyl)-2-oxo-cyclopentane-carboxylic acid ethyl ester), S(O)(O)(=O)=O (sulfuric acid). Solvent: C(C)(=O)O (acetic acid). Product: C(C)(=O)OCCCCCC1C(CCC1)=O (2-(5-acetoxypentyl)-cyclopentanone). RXN SMILES: C(OC([C:6]1([CH2:12][CH2:13][CH2:14][CH2:15][CH2:16][O:17][C:18](=[O:20])[CH3:19])[CH2:10][CH2:9][CH2:8][C:7]1=[O:11])=O)C.O.S(=O)(=O)(O)O>C(O)(=O)C>[C:18]([O:17][CH2:16][CH2:15][CH2:14][CH2:13][CH2:12][CH:6]1[CH2:10][CH2:9][CH2:8][C:7]1=[O:11])(=[O:20])[CH3:19]. Procedure: 300 g of 1-(5-acetoxypentyl)-2-oxo-cyclopentane-carboxylic acid ethyl ester were refluxed for 5 hours in 1.5 l of acetic acid, 600 ml of water and 300 g of sulfuric acid. Subsequently, the solution was concentrated under reduced pressure, 1liter of semi-saturated sodium chloride solution was added, and the solution was extracted with acetic acid ethyl ester. The organic phase was washed with 500 ml of saturated sodium chloride solution and dried over sodium sulfate. 50 ml of acetic anhydride wer... The reactants are CC(C)C[Al+]CC(C)C, Cc1ccccc1, Cl, [H-], C1CCOC1, CCOC(=O)c1cc(NS(=O)(=O)c2ccccc2)n(-c2ccccc2)n1. Yields the product O=S(=O)(Nc1cc(CO)nn1-c1ccccc1)c1ccccc1. As a reaction SMILES: [CH2:28]([Al+:29][CH2:30][CH:31]([CH3:32])[CH3:33])[CH:34]([CH3:35])[CH3:36].[CH3:43][c:44]1[cH:45][cH:46][cH:47][cH:48][cH:49]1.[ClH:37].[H-:27].[O:38]1[CH2:39][CH2:40][CH2:41][CH2:42]1.[c:1]1(-[n:7]2[n:8][c:9]([C:22](=[O:23])[O:24][CH2:25][CH3:26])[cH:10][c:11]2[NH:12][S:13](=[O:14])(=[O:15])[c:16]2[cH:17][cH:18][cH:19][cH:20][cH:21]2)[cH:2][cH:3][cH:4][cH:5][cH:6]1>>[c:1]1(-[n:7]2[n:8][c:9]([CH2:22][OH:23])[cH:10][c:11]2[NH:12][S:13](=[O:14])(=[O:15])[c:16]2[cH:17][cH:18][cH:19][cH:20][cH:21]2)[cH:2][cH:3][cH:4][cH:5][cH:6]1. Product: C(C)N1C(C2=CC=C(C=C2CC1)OC)=O (2-ethyl-6-methoxy-3,4-dihydro-2H-isoquinolin-1-one). Yield: 79.3%. Procedure details: To a mixture of 6-methoxy-3,4-dihydro-2H-isoquinolin-1-one (0.30 g, 1.69 mmol) in THF (10 mL) is added sodium hydride (60% mineral oil suspension, 100 mg). The suspension is heated at reflux for 1 h, and cooled to room temperature. Ethyl iodide (1.4 mL, 17 mmol) is added, and the mixture is stirred at room temperature overnight. The mixture is partitioned between EtOAc and water. After the aqueous phase is extracted with EtOAc (2×), the combined organic phase is washed with brine and dried (MgSO... Run in C1CCOC1 (THF). Starting materials: [H-].[Na+] (sodium hydride), COC=1C=C2CCNC(C2=CC1)=O (6-methoxy-3,4-dihydro-2H-isoquinolin-1-one), C(C)I (Ethyl iodide). Reaction SMILES: [CH3:1][O:2][C:3]1[CH:4]=[C:5]2[C:10](=[CH:11][CH:12]=1)[C:9](=[O:13])[NH:8][CH2:7][CH2:6]2.[H-].[Na+].[CH2:16](I)[CH3:17]>C1COCC1>[CH2:16]([N:8]1[CH2:7][CH2:6][C:5]2[C:10](=[CH:11][CH:12]=[C:3]([O:2][CH3:1])[CH:4]=2)[C:9]1=[O:13])[CH3:17] |f:1.2|. Conditions: time 8 hour. The solvent is CO (methanol), C1CCOC1 (THF). Reactants: [N+](=O)([O-])C=1C=C(CN(CCC)CCC)C=CC1 ((3-nitro-benzyl)dipropylamine), O.NN (hydrazine monohydrate). Reagents/catalysts: O.O.O.O.O.O.[Fe](Cl)(Cl)Cl (iron trichloride hexahydrate). Isolated yield 66.2%. Product: C(CC)N(CCC)CC=1C=C(N)C=CC1 (3-dipropylaminomethylaniline). Procedure: The compound (595 mg) obtained in Example 33-1 was dissolved in methanol (6.0 ml) and THF (3.0 ml). The solution was added with activated carbon (59.0 mg) and iron trichloride hexahydrate (manufactured by Kanto Kagaku) (5.90 mg), followed by thermal reflux for 30 minutes. After having been cooled to room temperature, the mixture was added with hydrazine monohydrate (0.43 ml) and then subjected to thermal reflux for 24 hours. After completion of the reaction, the mixture was subjected to Celite f... RXN SMILES: [N+:1]([C:4]1[CH:5]=[C:6]([CH:15]=[CH:16][CH:17]=1)[CH2:7][N:8]([CH2:12][CH2:13][CH3:14])[CH2:9][CH2:10][CH3:11])([O-])=O.O.NN>CO.C1COCC1.O.O.O.O.O.O.[Fe](Cl)(Cl)Cl>[CH2:9]([N:8]([CH2:7][C:6]1[CH:5]=[C:4]([CH:17]=[CH:16][CH:15]=1)[NH2:1])[CH2:12][CH2:13][CH3:14])[CH2:10][CH3:11] |f:1.2,5.6.7.8.9.10.11|. Reactants: CC(Cl)Cl, CSc1ccc(-c2cc(C(=O)O)nn2-c2ccc(F)cc2)cc1, O=S(Cl)Cl. Product: CSc1ccc(-c2cc(C(=O)Cl)nn2-c2ccc(F)cc2)cc1. Reaction SMILES: [Cl:28][CH:29]([Cl:30])[CH3:31].[F:1][c:2]1[cH:3][cH:4][c:5](-[n:8]2[n:9][c:10]([C:21](=[O:22])[OH:23])[cH:11][c:12]2-[c:13]2[cH:14][cH:15][c:16]([S:19][CH3:20])[cH:17][cH:18]2)[cH:6][cH:7]1.[S:24]([Cl:25])([Cl:26])=[O:27]>>[F:1][c:2]1[cH:3][cH:4][c:5](-[n:8]2[n:9][c:10]([C:21](=[O:23])[Cl:26])[cH:11][c:12]2-[c:13]2[cH:14][cH:15][c:16]([S:19][CH3:20])[cH:17][cH:18]2)[cH:6][cH:7]1. Reactants: CSSC, ClC(Cl)Cl, Cc1ccc(Cl)cc1N, CC(C)(C)ON=O. Yields the product CSc1cc(Cl)ccc1C. RXN SMILES: [CH3:17][S:18][S:19][CH3:20].[CH:21]([Cl:22])([Cl:23])[Cl:24].[Cl:8][c:9]1[cH:10][cH:11][c:12]([CH3:16])[c:13]([NH2:14])[cH:15]1.[N:1]([O:2][C:3]([CH3:4])([CH3:5])[CH3:6])=[O:7]>>[Cl:8][c:9]1[cH:10][cH:11][c:12]([CH3:16])[c:13]([S:18][CH3:17])[cH:15]1. The reactants are CC1(Cc2ccc(C#N)cc2)C(=O)N(c2cc(Cl)cc(Cl)c2)c2ncc(S(=O)(=O)Cl)n21, CN(C)c1ccncc1, CCOC(C)=O, Cl, CC(N)C(N)=O, CN(C)C=O. Yields the product CC(NS(=O)(=O)c1cnc2n1C(C)(Cc1ccc(C#N)cc1)C(=O)N2c1cc(Cl)cc(Cl)c1)C(N)=O. As a reaction SMILES: [C:8](#[N:9])[c:10]1[cH:11][cH:12][c:13]([CH2:14][C:15]2([CH3:36])[C:16](=[O:35])[N:17]([c:27]3[cH:28][c:29]([Cl:34])[cH:30][c:31]([Cl:33])[cH:32]3)[c:18]3[n:19]2[c:20]([S:23](=[O:24])(=[O:25])[Cl:26])[cH:21][n:22]3)[cH:37][cH:38]1.[CH3:44][N:45]([c:46]1[cH:47][cH:48][n:49][cH:50][cH:51]1)[CH3:52].[CH3:53][CH2:54][O:55][C:56]([CH3:57])=[O:58].[ClH:1].[NH2:2][CH:3]([CH3:4])[C:5](=[O:6])[NH2:7].[O:39]=[CH:40][N:41]([CH3:42])[CH3:43]>>[NH:2]([CH:3]([CH3:4])[C:5](=[O:6])[NH2:7])[S:23]([c:20]1[n:19]2[c:18]([n:22][cH:21]1)[N:17]([c:27]1[cH:28][c:29]([Cl:34])[cH:30][c:31]([Cl:33])[cH:32]1)[C:16](=[O:35])[C:15]2([CH2:14][c:13]1[cH:12][cH:11][c:10]([C:8]#[N:9])[cH:38][cH:37]1)[CH3:36])(=[O:24])=[O:25].